Dataset: the Open Reaction Database (ORD), a public repository of structured organic reaction records. Task: describe an organic reaction: reactants, conditions, products, and yield Starting materials: ClC1=CC=C(C=N1)N (6-Chloro-3-aminopyridine), 6-chloro-3-pyridinylamino-methylphosphonic acid diethylester, BrN1C(CCC1=O)=O (N-bromosuccinimid), ICP(OCC)(OCC)=O (diethyl iodomethylphosphonate), [NH2-].[Na+] (sodium amide), 6-chloro-3-pyridinylamino(bromomethyl)-phosphonic acid diethylester, C(C)OP(OCC)OCC (triethylphosphite). Run in C(Cl)(Cl)(Cl)Cl (carbontetrachloride), O1CCCC1 (tetrahydrofuran). Yields the product C(C)OP(OCC)(=O)C(P(OCC)(OCC)=O)NC=1C=NC(=CC1)Cl ([[(6-Chloro-3-pyridinyl)amino]methylidene]-bisphosphonic acid tetraethylester). RXN SMILES: [Cl:1][C:2]1[N:7]=[CH:6][C:5]([NH2:8])=[CH:4][CH:3]=1.I[CH2:10][P:11](=[O:18])([O:15][CH2:16][CH3:17])[O:12][CH2:13][CH3:14].[NH2-].[Na+].BrN1C(=O)CCC1=O.[CH2:29]([O:31][P:32]([O:36]CC)[O:33][CH2:34][CH3:35])[CH3:30]>C(Cl)(Cl)(Cl)Cl.O1CCCC1>[CH2:13]([O:12][P:11]([CH:10]([NH:8][C:5]1[CH:6]=[N:7][C:2]([Cl:1])=[CH:3][CH:4]=1)[P:32](=[O:36])([O:33][CH2:34][CH3:35])[O:31][CH2:29][CH3:30])(=[O:18])[O:15][CH2:16][CH3:17])[CH3:14] |f:2.3|. Procedure details: 6-Chloro-3-aminopyridine was alkylated with diethyl iodomethylphosphonate, sodium amide as base, with known methods. The obtained 6-chloro-3-pyridinylamino-methylphosphonic acid diethylester (0.5 mol) and N-bromosuccinimid (0.5 mol) in anhydrous carbontetrachloride is irradiated 2 hours with a 200 W lamp. The solid is filtered off, washed with carbontetrachloride and the solution is concentrated in vacuo. The obtained 6-chloro-3-pyridinylamino(bromomethyl)-phosphonic acid diethylester (0.1 mol) ... Starting materials: C1(=C(C=CC(=C1)C)C)[Mg]Br (2,5-xylylmagnesium bromide), C1(CCCCC1)=O (cyclohexanone), BrC1C=CCCC1 (3-bromocyclohexene). The product is C1(=C(C=CC(=C1)C)C)C1=CCCCC1 (1-(2,5-xylyl)cyclohexene). As a reaction SMILES: [C:1]1([Mg]Br)[CH:6]=[C:5]([CH3:7])[CH:4]=[CH:3][C:2]=1[CH3:8].[C:11]1(=O)[CH2:16][CH2:15][CH2:14][CH2:13][CH2:12]1.BrC1CCCC=C1>>[C:1]1([C:11]2[CH2:16][CH2:15][CH2:14][CH2:13][CH:12]=2)[CH:6]=[C:5]([CH3:7])[CH:4]=[CH:3][C:2]=1[CH3:8]. Procedure: Phenylterephthalic acid is valuable as an interemediate in the preparation of liquid crystalline polyesters. For example, U.S. Pat. No. 4,391,966 describes the use of phenylterephthalic acid in preparing melt-spinnable, anisotropic melt forming aromatic polyesters. Further, E. K. Weisburger and J. H. Weisburger describe the reaction of 2,5-xylylmagnesium bromide with either cyclohexanone or 3-bromocyclohexene to provide 1-(2,5-xylyl)cyclohexene, which is then dehydrogenated using sulfur to provi...